From a dataset of the Open Reaction Database (ORD), a public repository of structured organic reaction records. describe an organic reaction: reactants, conditions, products, and yield Reactants: CO[C@@](C1=CC=CC=C1)(C(=O)Cl)C(F)(F)F ((R)-(−)-MTPA-Cl), N1=CC=CC=C1 (pyridine), CN(C)C1=NC=CC=C1 (dimethylaminopyridine), COC1=C2[C@@]3(CC[C@@H]4[C@@]([C@H]3CC2=CC(=C1)OC)(CC[C@@H](C4(C)C)O)C)C ((3S,4aR,6aR,11aR,11bR)-7,9-Dimethoxy-4,4,6a,11b-tetramethyl-2,3,4,4a,5,6,6a,11,11a,11b-decahydro-1H-benzo[a]fluoren-3-ol). Solvent: C(Cl)Cl (methylene chloride). Yields the product FC([C@@](C(=O)O[C@@H]1C([C@H]2[C@@]([C@H]3CC4=CC(=CC(=C4[C@@]3(CC2)C)OC)OC)(CC1)C)(C)C)(C1=CC=CC=C1)OC)(F)F ((3S,4aR,6aR,11aR,11bR)-7,9-dimethoxy-4,4,6a,11b-tetramethyl-2,3,4,4a,5,6,6a,11,11a,11b-decahydro-1H-benzo[a]fluoren-3-yl (2S)-3,3,3-trifluoro-2-methoxy-2-phenylpropanoate). As a reaction SMILES: [CH3:1][O:2][C:3]1[CH:15]=[C:14]([O:16][CH3:17])[CH:13]=[C:12]2[C:4]=1[C@@:5]1([CH3:26])[C@H:10]([CH2:11]2)[C@@:9]2([CH3:25])[CH2:18][CH2:19][C@H:20]([OH:24])[C:21]([CH3:23])([CH3:22])[C@@H:8]2[CH2:7][CH2:6]1.N1C=CC=CC=1.CN(C1C=CC=CN=1)C.[CH3:42][O:43][C@:44]([C:54]([F:57])([F:56])[F:55])([C:51](Cl)=[O:52])[C:45]1[CH:50]=[CH:49][CH:48]=[CH:47][CH:46]=1>C(Cl)Cl>[F:55][C:54]([F:56])([F:57])[C@:44]([O:43][CH3:42])([C:45]1[CH:50]=[CH:49][CH:48]=[CH:47][CH:46]=1)[C:51]([O:24][C@H:20]1[CH2:19][CH2:18][C@:9]2([CH3:25])[C@@H:10]3[C@@:5]([CH3:26])([CH2:6][CH2:7][C@H:8]2[C:21]1([CH3:22])[CH3:23])[C:4]1[C:12](=[CH:13][C:14]([O:16][CH3:17])=[CH:15][C:3]=1[O:2][CH3:1])[CH2:11]3)=[O:52]. Reported procedure: Alcohol 5b (219 mg, 0.610 mmol) was dissolved in 4 mL of methylene chloride (DCM). To this mixture was added pyridine (0.074 mL, 0.92 mmol) and dimethylaminopyridine (DMAP) (7.4 mg, 0.061 mmol), and the mixture was taken to 0° C. To this mixture was added (R)-(−)-MTPA-Cl (170 mg, 0.671 mmol), and the mixture was allowed to warm to room temperature overnight. The reaction was quenched with saturated aqueous NH4Cl (50 mL), and the aqueous layer was extracted 3 times with methylene chloride (3×50 m... The reactants are S1C(=CC=C1)C(=O)O (2-Thiophenecarboxylic acid), [N+](=O)(O)[O-] (nitric acid). Solvent: C(C)(=O)OC(C)=O (acetic anhydride), C(C)(=O)O (acetic acid). Product: [N+](=O)([O-])C1=CC=C(S1)C(=O)O (5-Nitro-2-thiophenecarboxylic acid), 4- and 5-nitrothiophene-2-carboxylic acid. Reaction SMILES: [S:1]1[CH:5]=[CH:4][CH:3]=[C:2]1[C:6]([OH:8])=[O:7].[N+:9]([O-])([OH:11])=[O:10]>C(OC(=O)C)(=O)C.C(O)(=O)C>[N+:9]([C:5]1[S:1][C:2]([C:6]([OH:8])=[O:7])=[CH:3][CH:4]=1)([O-:11])=[O:10]. Procedure: 2-Thiophenecarboxylic acid (6.4 g, 50 mM) was suspended in acetic anhydride (15 ml) and fuming nitric acid (16 ml) in glacial acetic acid (25 ml) added slowly over 1 hour with stirring, while keeping the temperature of the reaction mixture below 30° C. The reaction mixture was stirred at ambient temperature for 2 hours. The product was purified by subjecting to chromatography (470 ml) on HP20SS resin using methanol/(water +1% acetic acid): as eluant. The pure title compound was obtained together... Procedure details: 2.03 g of sodium 2-ethylhexanoate was dissolved in a mixture of 12.5 ml of N,N-dimethylacetamide and 50 ml of methanol, 5.0 g of cefpodoxime (7-[2-(2-amino-4-thiazolyl)-(Z)-2-(methoxyimino)acetamido]-3-methoxymethyl -3-cephem-4-carboxylic acid) was added thereto, and the mixture was stirred at room temperature for 30 minutes. Then, methanol was removed under a reduced pressure and 50 ml of acetone was added thereto. The solution was stirred for 30 minutes and filtered. The filtered solid was was... Conditions: time 30 minute. Starting materials: C(C)C(C(=O)[O-])CCCC.[Na+] (sodium 2-ethylhexanoate), COCC1=C(N2[C@@H]([C@@H](C2=O)NC(=O)/C(=N\OC)/C3=CSC(=N3)N)SC1)C(=O)O (cefpodoxime). Yields the product COCC1=C(N2[C@@H]([C@@H](C2=O)NC(=O)/C(=N\OC)/C3=CSC(=N3)N)SC1)C(=O)[O-].[Na+] (cefpodoxime sodium salt). Reaction SMILES: C(C(CCCC)C([O-])=O)C.[Na+:11].[CH3:12][O:13][CH2:14][C:15]1[CH2:36][S:35][C@@H:18]2[C@H:19]([NH:22][C:23](/[C:25](/[C:29]3[N:33]=[C:32]([NH2:34])[S:31][CH:30]=3)=[N:26]\[O:27][CH3:28])=[O:24])[C:20](=[O:21])[N:17]2[C:16]=1[C:37]([OH:39])=[O:38]>CN(C)C(=O)C.CO>[CH3:12][O:13][CH2:14][C:15]1[CH2:36][S:35][C@@H:18]2[C@H:19]([NH:22][C:23](/[C:25](/[C:29]3[N:33]=[C:32]([NH2:34])[S:31][CH:30]=3)=[N:26]\[O:27][CH3:28])=[O:24])[C:20](=[O:21])[N:17]2[C:16]=1[C:37]([O-:39])=[O:38].[Na+:11] |f:0.1,5.6|. Solvent: CN(C(C)=O)C (N,N-dimethylacetamide), CO (methanol). Isolated yield 94.7%. Reactants: Cl (HCl), ClCCl (dichloromethane), FC1=CC=C(C=C1)C(C(=O)C(C(=O)OCC)C(=O)OCC)(CCC)CCC (Diethyl 2-[2-(4-fluorophenyl)-2-propylpentanoyl]malonate). The solvent is O1CCCC1 (tetrahydrofuran), CS(=O)(=O)O (methanesulfonic acid), O (water). Run at temperature 50 celsius. The product is FC=1C=C2C(=CC(C(C2=CC1)(CCC)CCC)=O)O (6-fluoro-4-hydroxy-1,1-dipropylnaphthalen-2(1 H)-one). Yield: 69.9%. RXN SMILES: [F:1][C:2]1[CH:7]=[CH:6][C:5]([C:8]([CH2:25][CH2:26][CH3:27])([CH2:22][CH2:23][CH3:24])[C:9]([CH:11](C(OCC)=O)[C:12]([O:14]CC)=O)=[O:10])=[CH:4][CH:3]=1.ClCCl.Cl>CS(O)(=O)=O.O1CCCC1.O>[F:1][C:2]1[CH:3]=[C:4]2[C:5](=[CH:6][CH:7]=1)[C:8]([CH2:22][CH2:23][CH3:24])([CH2:25][CH2:26][CH3:27])[C:9](=[O:10])[CH:11]=[C:12]2[OH:14]. Reported procedure: The compound of Example 14F (6.0 g, 15.75 mmol) was dissolved in methanesulfonic acid (35 mL) and warmed at 50° C. for 5 h. The mixture was cooled and added to a mixture of ice and dichloromethane, followed by stirring until all ice had melted. The layers were separated and the aqueous phase was extracted again with dichloromethane. The combined organic layers were dried (Na2SO4) and concentrated in vacuo to afford an amber oil, which was dissolved in tetrahydrofuran (60 mL) and warmed at reflux... Reactants: S(=O)(=O)(O)O.CN(C(=N)N)C (N,N-dimethylguanidine sulphate), C[O-].[Na+] (sodium methylate), C(C)OC(CC(=O)OCC)=O (malonic acid diethyl ester). The solvent is CO (methanol). Reaction conditions: time 24 hour. Product: CN(C1=NC(=CC(=N1)O)O)C (2-dimethylamino-4,6-dihydroxypyrimidine). Yield: 96.7%. As a reaction SMILES: S(O)(O)(=O)=O.[CH3:6][N:7]([CH3:11])[C:8]([NH2:10])=[NH:9].C[O-].[Na+].C([O:17][C:18](=O)[CH2:19][C:20](OCC)=[O:21])C>CO>[CH3:6][N:7]([CH3:11])[C:8]1[N:10]=[C:18]([OH:17])[CH:19]=[C:20]([OH:21])[N:9]=1 |f:0.1,2.3|. Procedure: 136 g (0.5 mol) of N,N-dimethylguanidine sulphate were added to a solution of 162 g (3 mol) of sodium methylate in 1 l of methanol at 0° to 5° C. 160 g (1 mol) of malonic acid diethyl ester were then allowed to run in without cooling and the mixture was stirred for 24 hours at room temperature. The solvent was then distilled off in vacuo and the residue was dissolved in water. The solution was brought to approximately pH 5 by adding glacial acetic acid; it was then cooled to 0°-5° C and the prod... Starting materials: [OH-].[Na+] (NaOH), CC1=C(C=C(C=C1C)O)O (2,3-dimethyl-5-hydroxyphenol), C(C)OCC (ethyl ether), OS(=O)(=O)O (H2SO4), [O-][Mn](=O)(=O)=O.[K+] (KMnO4), Cl (hydrochloric acid). The reagents and catalysts are [C-]#N.[Zn+2].[C-]#N (zinc cyanide). The product is OC1=C(C=O)C(=C(C(=C1)O)C)C (2,4-DIHYDROXY-5,6-DIMETHYLBENZALDEHYDE). As a reaction SMILES: [CH3:1][C:2]1[C:7]([CH3:8])=[CH:6][C:5]([OH:9])=[CH:4][C:3]=1[OH:10].OS(O)(=O)=O.[O-][Mn](=O)(=O)=O.[K+].[OH-].[Na+].Cl.[CH2:25]([O:27]CC)C>[C-]#N.[Zn+2].[C-]#N>[OH:9][C:5]1[CH:4]=[C:3]([OH:10])[C:2]([CH3:1])=[C:7]([CH3:8])[C:6]=1[CH:25]=[O:27] |f:2.3,4.5,8.9.10|. Procedure details: 4.450 g (32 mmol) of 2,3-dimethyl-5-hydroxyphenol are dissolved in 100 ml of anhydrous ethyl ether in a round-bottomed flask equipped with a gas inlet, a thermometer and a condenser (the outflow gases being trapped by 3 successive bubblers: H2SO4, saturated KMnO4 solution, 3N NaOH). After 5.635 g (48 mmol) of zinc cyanide have been added, a stream of gaseous hydrochloric acid is passed through for 2 hours with stirring at room temperature. A copious precipitate appears, increasing with the passa...